From a dataset of the Open Reaction Database (ORD), a public repository of structured organic reaction records. describe an organic reaction: reactants, conditions, products, and yield Starting materials: ClCC(COC1(CCC(CC1)C(C)C)C)O (1-chloro-3-1-menthoxypropan-2-ol), [OH-].[Na+] (sodium hydroxide). Reagents/catalysts: [Cl-].C(C1=CC=CC=C1)[N+](C)(C)C (benzyltrimethylammonium chloride). The solvent is C1(=CC=CC=C1)C (toluene). Yields the product O1CC1COC1(CCC(CC1)C(C)C)C (1,2-epoxy-3-1-menthoxypropane). The yield is 82.8%. Reaction SMILES: Cl[CH2:2][CH:3]([OH:16])[CH2:4][O:5][C:6]1([CH3:15])[CH2:11][CH2:10][CH:9]([CH:12]([CH3:14])[CH3:13])[CH2:8][CH2:7]1.[OH-].[Na+]>[Cl-].C([N+](C)(C)C)C1C=CC=CC=1.C1(C)C=CC=CC=1>[O:16]1[CH:3]([CH2:4][O:5][C:6]2([CH3:15])[CH2:11][CH2:10][CH:9]([CH:12]([CH3:14])[CH3:13])[CH2:8][CH2:7]2)[CH2:2]1 |f:1.2,3.4|. Procedure details: Under a nitrogen atmosphere, into a reaction flask (volume: 200 ml) were added 1-chloro-3-1-menthoxypropan-2-ol (50 g, chemical purity: 97.8%, 0.1968 mol) obtained in Example 1, toluene (75 ml), a 50% aqueous sodium hydroxide solution (31.49 g, 0.3936 mol) and a 50% aqueous benzyltrimethylammonium chloride solution (1.46 g, 4.26 mmol), and they were reacted at 75° C. for 2 hours. After completion of the reaction, the organic layer was washed with water and then the solvent (toluene) was removed ...